From a dataset of the Open Reaction Database (ORD), a public repository of structured organic reaction records. describe an organic reaction: reactants, conditions, products, and yield The reactants are ClC=1C=C(CN2C[C@@H](OCC2)CNC(OC2=CC=C(C=C2)[N+](=O)[O-])=O)C=CC1Cl (4-Nitrophenyl [(2S)-4-(3,4-dichlorobenzyl)morpholin-2-yl]methylcarbamate), NCC1=CC=C(C(=O)N)C=C1 (4-aminomethylbenzamide). Run in CN(C=O)C (N,N-dimethylformamide). Yields the product ClC=1C=C(CN2C[C@@H](OCC2)CNC(=O)NCC2=CC=C(C(=O)N)C=C2)C=CC1Cl (4-({[({[(2S)-4-(3,4-Dichlorobenzyl)morpholin-2-yl]methyl}amino)carbonyl]amino}methyl)benzamide). The yield is 103.4%. RXN SMILES: [Cl:1][C:2]1[CH:3]=[C:4]([CH:26]=[CH:27][C:28]=1[Cl:29])[CH2:5][N:6]1[CH2:11][CH2:10][O:9][C@@H:8]([CH2:12][NH:13][C:14](=[O:25])OC2C=CC([N+]([O-])=O)=CC=2)[CH2:7]1.[NH2:30][CH2:31][C:32]1[CH:40]=[CH:39][C:35]([C:36]([NH2:38])=[O:37])=[CH:34][CH:33]=1>CN(C)C=O>[Cl:1][C:2]1[CH:3]=[C:4]([CH:26]=[CH:27][C:28]=1[Cl:29])[CH2:5][N:6]1[CH2:11][CH2:10][O:9][C@@H:8]([CH2:12][NH:13][C:14]([NH:30][CH2:31][C:32]2[CH:33]=[CH:34][C:35]([C:36]([NH2:38])=[O:37])=[CH:39][CH:40]=2)=[O:25])[CH2:7]1. Procedure details: Example 54 was prepared in an analogous manner to Example 43 from Intermediate 13 (0.079 g) and 4-aminomethylbenzamide (0.032 g) using N,N-dimethylformamide as solvent to yield the title compound (0.0837 g).